This data is from the Open Reaction Database (ORD), a public repository of structured organic reaction records. The task is: describe an organic reaction: reactants, conditions, products, and yield Starting materials: C(C)(C)(C)OC(=O)N[C@@H](C(=O)N[C@H](COCCC(=O)OCC)C(C)C)CC1=CC=C(C=C1)NC(=O)OCC1C2=CC=CC=C2C=2C=CC=CC12 (ethyl 3-((S)-2-{(R)-2-tert-butoxycarbonylamino-3-[4-(9H-fluoren-9-ylmethoxycarbonylamino)phenyl]propionylamino}-3-methylbutoxy)propionate), Cl (HCl), [Li+].[OH-] (LiOH). Solvent: C1CCOC1 (THF), CO (MeOH). Conditions: time 1 hour. Yields the product NC1=CC=C(C=C1)C[C@H](C(=O)N[C@H](COCCC(=O)O)C(C)C)NC(=O)OC(C)(C)C (3-{(S)-2-[(R)-3-(4-Aminophenyl)-2-tert-butoxycarbonylaminopropionylamino]-3-methylbutoxy}propionic acid). RXN SMILES: [C:1]([O:5][C:6]([NH:8][C@H:9]([CH2:26][C:27]1[CH:32]=[CH:31][C:30]([NH:33]C(OCC2C3C=CC=CC=3C3C2=CC=CC=3)=O)=[CH:29][CH:28]=1)[C:10]([NH:12][C@@H:13]([CH:23]([CH3:25])[CH3:24])[CH2:14][O:15][CH2:16][CH2:17][C:18]([O:20]CC)=[O:19])=[O:11])=[O:7])([CH3:4])([CH3:3])[CH3:2].[Li+].[OH-].Cl>C1COCC1.CO>[NH2:33][C:30]1[CH:31]=[CH:32][C:27]([CH2:26][C@@H:9]([NH:8][C:6]([O:5][C:1]([CH3:3])([CH3:2])[CH3:4])=[O:7])[C:10]([NH:12][C@@H:13]([CH:23]([CH3:25])[CH3:24])[CH2:14][O:15][CH2:16][CH2:17][C:18]([OH:20])=[O:19])=[O:11])=[CH:28][CH:29]=1 |f:1.2|. Procedure: 355.0 mg (0.52 mmol) of ethyl 3-((S)-2-{(R)-2-tert-butoxycarbonylamino-3-[4-(9H-fluoren-9-ylmethoxycarbonylamino)phenyl]propionylamino}-3-methylbutoxy)propionate were dissolved in a mixture of 9 ml of THF and 3 ml of MeOH. 1.29 ml (1.29 mmol) of an aqueous 1M LiOH solution were added, and the resulting reaction mixture was stirred at room temp. for 1 h. After the reaction was complete, the mixture was neutralized by adding a little aqueous 1N HCl solution, concentrated under reduced pressure and... Starting materials: [N+](=O)([O-])NC1=NC=C(C(N1)=O)CC=1C=NC(=CC1)OC (2-nitroamino-5-(6-methoxy-3-pyridylmethyl)-4-pyrimidone), CN(C)CC1=CC=C(O1)CSCCN (2-(5-dimethylaminomethyl-2-furylmethylthio)ethylamine). Run in C(C)O (ethanol). Product: CN(C)CC1=CC=C(O1)CSCCNC1=NC=C(C(N1)=O)CC=1C=NC(=CC1)OC (2-[2-(5-dimethylaminomethyl-2-furylmethylthio)ethylamino]-5-(6-methoxy-3-pyridylmethyl)-4-pyrimidone). Reaction SMILES: [N+]([NH:4][C:5]1[NH:10][C:9](=[O:11])[C:8]([CH2:12][C:13]2[CH:14]=[N:15][C:16]([O:19][CH3:20])=[CH:17][CH:18]=2)=[CH:7][N:6]=1)([O-])=O.[CH3:21][N:22]([CH2:24][C:25]1[O:29][C:28]([CH2:30][S:31][CH2:32][CH2:33]N)=[CH:27][CH:26]=1)[CH3:23]>C(O)C>[CH3:23][N:22]([CH2:24][C:25]1[O:29][C:28]([CH2:30][S:31][CH2:32][CH2:33][NH:4][C:5]2[NH:10][C:9](=[O:11])[C:8]([CH2:12][C:13]3[CH:14]=[N:15][C:16]([O:19][CH3:20])=[CH:17][CH:18]=3)=[CH:7][N:6]=2)=[CH:27][CH:26]=1)[CH3:21]. Reported procedure: An equimolar mixture of 2-nitroamino-5-(6-methoxy-3-pyridylmethyl)-4-pyrimidone and 2-(5-dimethylaminomethyl-2-furylmethylthio)ethylamine are refluxed in ethanol for 18 hours and evaporated to dryness. The residue is triturated with water and recrystallised to give 2-[2-(5-dimethylaminomethyl-2-furylmethylthio)ethylamino]-5-(6-methoxy-3-pyridylmethyl)-4-pyrimidone. Starting materials: CN1CC(C(CC1)C1=C(C=C(C=C1OC)OC)OC)=O ((±)-1-methyl-4-(2,4,6-trimethoxyphenyl)-3-piperidinone), C(C1=CC=CC=C1)(=O)[C@@]([C@@](C(=O)O)(O)C(C1=CC=CC=C1)=O)(O)C(=O)O (dibenzoyl-D-tartaric acid). Run in CO (methanol). Reaction conditions: time 8 hour. Yields the product C(C1=CC=CC=C1)(=O)[C@@]([C@@](C(=O)O)(O)C(C1=CC=CC=C1)=O)(O)C(=O)O.CN1CC([C@H](CC1)C1=C(C=C(C=C1OC)OC)OC)=O ((R)-1-methyl-4-(2,4,6-trimethoxyphenyl)-3-piperidinone dibenzoyl-D-tartaric acid salt). The yield is 72.5%. Reaction SMILES: [CH3:1][N:2]1[CH2:7][CH2:6][CH:5]([C:8]2[C:13]([O:14][CH3:15])=[CH:12][C:11]([O:16][CH3:17])=[CH:10][C:9]=2[O:18][CH3:19])[C:4](=[O:20])[CH2:3]1.[C:21]([C@:29]([C:44]([OH:46])=[O:45])([OH:43])[C@:30]([C:35](=[O:42])[C:36]1[CH:41]=[CH:40][CH:39]=[CH:38][CH:37]=1)([OH:34])[C:31]([OH:33])=[O:32])(=[O:28])[C:22]1[CH:27]=[CH:26][CH:25]=[CH:24][CH:23]=1>CO>[C:35]([C@:30]([C:31]([OH:33])=[O:32])([OH:34])[C@:29]([C:21](=[O:28])[C:22]1[CH:27]=[CH:26][CH:25]=[CH:24][CH:23]=1)([OH:43])[C:44]([OH:46])=[O:45])(=[O:42])[C:36]1[CH:41]=[CH:40][CH:39]=[CH:38][CH:37]=1.[CH3:1][N:2]1[CH2:7][CH2:6][C@H:5]([C:8]2[C:13]([O:14][CH3:15])=[CH:12][C:11]([O:16][CH3:17])=[CH:10][C:9]=2[O:18][CH3:19])[C:4](=[O:20])[CH2:3]1 |f:3.4|. Procedure details: A mixture of (±)-1-methyl-4-(2,4,6-trimethoxyphenyl)-3-piperidinone (1.60 g, 5.73 mmoles) and dibenzoyl-D-tartaric acid (2.28 g, 315 mmol) in 10 mL of methanol was heated at reflux temperature under argon atmosphere and it was cooled to room temperature. After stirring overnight at room temperature the precipitated solid was filtered, washed with a small amount of methanol to obtain the first crop of (R)-1-methyl-4-(2,4,6-trimethoxyphenyl)-3-piperidinone dibenzoyl-D-tartaric acid salt (2.65 g). ... The reactants are CC(O)c1ccncc1Br, [H-], CI, [Na+], CN(C)C=O. Yields the product COC(C)c1ccncc1Br. RXN SMILES: [Br:3][c:4]1[cH:5][n:6][cH:7][cH:8][c:9]1[CH:10]([CH3:11])[OH:12].[H-:1].[I:13][CH3:14].[Na+:2].[O:15]=[CH:16][N:17]([CH3:18])[CH3:19]>>[Br:3][c:4]1[cH:5][n:6][cH:7][cH:8][c:9]1[CH:10]([CH3:11])[O:12][CH3:14].